Dataset: the Open Reaction Database (ORD), a public repository of structured organic reaction records. Task: describe an organic reaction: reactants, conditions, products, and yield Reactants: CC(C)[C@@H](C)C=C[C@@H](C)[C@H]1CC[C@H]2[C@@H]3C=CC4=CC(CC[C@]4(C)[C@H]3CC[C@]12C)=O (4,6,22-ergosta-trien-3-one), Cl.NO (hydroxylamine hydrochloride). The solvent is N1=CC=CC=C1 (pyridine). The product is CC(C)[C@@H](C)C=C[C@@H](C)[C@H]1CC[C@H]2[C@@H]3C=CC4=CC(CC[C@]4(C)[C@H]3CC[C@]12C)=NO (4.6,22-ergosta-trien-3-one oxime). The yield is 50.0%. Reaction SMILES: [CH3:1][CH:2]([C@H:4]([CH:6]=[CH:7][C@H:8]([C@@H:10]1[C@:27]2([CH3:28])[C@H:13]([C@H:14]3[C@H:24]([CH2:25][CH2:26]2)[C@:22]2([CH3:23])[C:17](=[CH:18][C:19](=O)[CH2:20][CH2:21]2)[CH:16]=[CH:15]3)[CH2:12][CH2:11]1)[CH3:9])[CH3:5])[CH3:3].Cl.[NH2:31][OH:32]>N1C=CC=CC=1>[CH3:1][CH:2]([C@H:4]([CH:6]=[CH:7][C@H:8]([C@@H:10]1[C@:27]2([CH3:28])[C@H:13]([C@H:14]3[C@H:24]([CH2:25][CH2:26]2)[C@:22]2([CH3:23])[C:17](=[CH:18][C:19](=[N:31][OH:32])[CH2:20][CH2:21]2)[CH:16]=[CH:15]3)[CH2:12][CH2:11]1)[CH3:9])[CH3:5])[CH3:3] |f:1.2|. Procedure details: 100 mg of 4,6,22-ergosta-trien-3-one (0.25 mmol) is solubilized in 10 ml of pyridine in a 50 ml flask, then 100 mg of hydroxylamine hydrochloride is added. Stirring is maintained for 24 hours at ambient temperature, and the solvent is evaporated off under reduced pressure. Water then ethyl acetate are added in order to carry out an extraction. Then the organic phase is washed with an acidified aqueous solution (HCl 1%). The ethyl acetate is evaporated off under reduced pressure. A white powder i... The reactants are CC(=O)OC1CC(N2C(=O)c3cccc(C)c3C2=O)C(=O)NC1=O, CO, Cc1ccc(S(=O)(=O)O)cc1. The product is Cc1cccc2c1C(=O)N(C1CC(O)C(=O)NC1=O)C2=O. Reaction SMILES: [CH3:1][c:2]1[c:3]2[c:7]([cH:8][cH:9][cH:10]1)[C:6](=[O:11])[N:5]([CH:12]1[C:13](=[O:23])[NH:14][C:15](=[O:22])[CH:16]([O:18][C:19](=[O:20])[CH3:21])[CH2:17]1)[C:4]2=[O:24].[CH3:36][OH:37].[c:25]1([CH3:26])[cH:27][cH:28][c:29]([S:30]([OH:31])(=[O:32])=[O:33])[cH:34][cH:35]1>>[CH3:1][c:2]1[c:3]2[c:7]([cH:8][cH:9][cH:10]1)[C:6](=[O:11])[N:5]([CH:12]1[C:13](=[O:23])[NH:14][C:15](=[O:22])[CH:16]([OH:18])[CH2:17]1)[C:4]2=[O:24].